Dataset: the Open Reaction Database (ORD), a public repository of structured organic reaction records. Task: describe an organic reaction: reactants, conditions, products, and yield Reactants: FC(S(=O)(=O)OC1=CC(=C2C=CC(N(C2=C1)C1=C(C=CC=C1)Cl)=O)C1=C(C=CC=C1)Cl)(F)F (1,5-bis(2-chlorophenyl)-2-oxo-1,2-dihydro-7-quinolinyl trifluoromethanesulfonate), NC(CO)CO (serinol), C=1C=CC(=CC1)P(C=2C=CC=CC2)C3=CC=C4C=CC=CC4=C3C5=C6C=CC=CC6=CC=C5P(C=7C=CC=CC7)C=8C=CC=CC8 (BINAP), C([O-])([O-])=O.[Cs+].[Cs+] (cesium carbonate). The reagents and catalysts are C(C)(=O)[O-].[Pd+2].C(C)(=O)[O-] (palladium(II) acetate). Solvent: C(Cl)(Cl)Cl (chloroform), O (Water), O1CCOCC1 (1,4-dioxan). The product is ClC1=C(C=CC=C1)N1C(C=CC2=C(C=C(C=C12)NC(CO)CO)C1=C(C=CC=C1)Cl)=O (1,5-bis(2-chlorophenyl)-7-{[2-hydroxy-1-(hydroxymethyl)ethyl]amino}-2(1H)-quinolinone). Yield: 15.8%. RXN SMILES: FC(F)(F)S(O[C:7]1[CH:16]=[C:15]2[C:10]([CH:11]=[CH:12][C:13](=[O:24])[N:14]2[C:17]2[CH:22]=[CH:21][CH:20]=[CH:19][C:18]=2[Cl:23])=[C:9]([C:25]2[CH:30]=[CH:29][CH:28]=[CH:27][C:26]=2[Cl:31])[CH:8]=1)(=O)=O.[NH2:34][CH:35]([CH2:38][OH:39])[CH2:36][OH:37].C1C=CC(P(C2C(C3C(P(C4C=CC=CC=4)C4C=CC=CC=4)=CC=C4C=3C=CC=C4)=C3C(C=CC=C3)=CC=2)C2C=CC=CC=2)=CC=1.C(=O)([O-])[O-].[Cs+].[Cs+]>O1CCOCC1.C([O-])(=O)C.[Pd+2].C([O-])(=O)C.C(Cl)(Cl)Cl.O>[Cl:23][C:18]1[CH:19]=[CH:20][CH:21]=[CH:22][C:17]=1[N:14]1[C:15]2[C:10](=[C:9]([C:25]3[CH:30]=[CH:29][CH:28]=[CH:27][C:26]=3[Cl:31])[CH:8]=[C:7]([NH:34][CH:35]([CH2:38][OH:39])[CH2:36][OH:37])[CH:16]=2)[CH:11]=[CH:12][C:13]1=[O:24] |f:3.4.5,7.8.9|. Procedure: 1,5-bis(2-chlorophenyl)-2-oxo-1,2-dihydro-7-quinolinyl trifluoromethanesulfonate (50 mg, 0.097 mmol), serinol (44 mg, 0.483 mmol), racemic BINAP (74 mg, 0.19 mmol), palladium(II) acetate (17 mg, 0.076 mmol), and cesium carbonate (0.14 g, 0.43 mmol) in 1,4-dioxan (2 ml) were heated in a Smith creator microwave at 130° for 15 min. Water (3 ml) and chloroform (4 ml) were added to the reaction mixture, which was then passed through a hydrophobic frit, and blown down under a stream of nitrogen. The r... Starting materials: C(C)(=O)OC12CC3CC(CC(C1)C3)C2 (1-acetoxyadamantane), BrC1=CC=C(C=C1)O (4bromophenol), CCCCCCC (n-heptane), S(O)(O)(=O)=O (sulfuric acid). The solvent is C(C)O (ethanol). Reaction conditions: temperature 20 celsius. Yields the product C12(CC3CC(CC(C1)C3)C2)C2=C(C=CC(=C2)Br)O (2-(1-adamantyl)-4-bromophenol). RXN SMILES: C(O[C:5]12[CH2:14][CH:9]3[CH2:10][CH:11]([CH2:13][CH:7]([CH2:8]3)[CH2:6]1)[CH2:12]2)(=O)C.CCCCCCC.S(=O)(=O)(O)O.[Br:27][C:28]1[CH:33]=[CH:32][C:31]([OH:34])=[CH:30][CH:29]=1>C(O)C>[C:5]12([C:32]3[CH:33]=[C:28]([Br:27])[CH:29]=[CH:30][C:31]=3[OH:34])[CH2:12][CH:11]3[CH2:10][CH:9]([CH2:8][CH:7]([CH2:13]3)[CH2:6]1)[CH2:14]2. Reported procedure: In a 100 ml three-necked flask, and under a nitrogen environment, is placed 1 g of 1-acetoxyadamantane and 10 ml of n-heptane. After total dissolution, 0.25 g of concentrated sulfuric acid is added drop by drop while keeping the temperature at 20° C., then 0.886 g of 4bromophenol is poured in slowly. After leaving 24 hours in vigorous agitation, 20 ml of denatured ethanol are added while maintaining the temperature at 20° C. Next, the solvent is evaporated to dryness under reduced pressure and a... The reactants are CNC[C@@H](C=1C=CC(=C(C1)O)O)O.Cl (epinephrine HCl), polyvinylpyrrolidone, [Cl-].[Na+] (sodium chloride). Solvent: O (water). The product is CNC[C@@H](C=1C=CC(=C(C1)O)O)O (Epinephrine). Reaction SMILES: [CH3:1][NH:2][CH2:3][C@H:4]([OH:13])[C:5]1[CH:6]=[CH:7][C:8]([OH:12])=[C:9]([OH:11])[CH:10]=1.Cl.[Cl-].[Na+]>O>[CH3:1][NH:2][CH2:3][C@H:4]([OH:13])[C:5]1[CH:6]=[CH:7][C:8]([OH:12])=[C:9]([OH:11])[CH:10]=1 |f:0.1,2.3|. Procedure: 1.2 g of epinephrine HCl, 10.0 g of polyvinylpyrrolidone K 12 prepared as in Example 7 and 7.5 g of sodium chloride were dissolved in 998.0 g of water for injections which had been boiled and cooled under nitrogen. The solution was sterilized by filtration through a 0.22 μm filter and dispensed under nitrogen into 1 ml ampoules.